This data is from the Open Reaction Database (ORD), a public repository of structured organic reaction records. The task is: describe an organic reaction: reactants, conditions, products, and yield Starting materials: C(C)(=O)OC(C)=O (acetic anhydride), OC1=C(C(=O)CC(=O)OCC)C=C(C(=C1)NS(=O)(=O)C)OC1=CC=CC=C1 (ethyl 2-(2-hydroxy-4-methylsulfonylamino-5-phenoxybenzoyl)acetate), C(C)(=O)[O-].[Na+] (sodium acetate), Cl (hydrochloric acid). Run in O (water), C(C)(=O)OCC (ethyl acetate). Run at time 10 minute. The product is C(C)(=O)N(S(=O)(=O)C)C1=CC2=C(C(C(=C(O2)C)C(=O)OCC)=O)C=C1OC1=CC=CC=C1 (7-(N-acetyl-N-methylsulfonylamino)-3-ethoxycarbonyl-2-methyl-6-phenoxy-4H-1-benzopyran-4-one). Isolated yield 55.6%. RXN SMILES: [C:1](OC(=O)C)(=[O:3])[CH3:2].[OH:8][C:9]1[CH:22]=[C:21]([NH:23][S:24]([CH3:27])(=[O:26])=[O:25])[C:20]([O:28][C:29]2[CH:34]=[CH:33][CH:32]=[CH:31][CH:30]=2)=[CH:19][C:10]=1[C:11]([CH2:13][C:14]([O:16][CH2:17][CH3:18])=[O:15])=[O:12].[C:35]([O-])(=O)[CH3:36].[Na+].Cl>O.C(OCC)(=O)C>[C:1]([N:23]([C:21]1[C:20]([O:28][C:29]2[CH:30]=[CH:31][CH:32]=[CH:33][CH:34]=2)=[CH:19][C:10]2[C:11](=[O:12])[C:13]([C:14]([O:16][CH2:17][CH3:18])=[O:15])=[C:35]([CH3:36])[O:8][C:9]=2[CH:22]=1)[S:24]([CH3:27])(=[O:26])=[O:25])(=[O:3])[CH3:2] |f:2.3|. Procedure: 2.55 ml of acetic anhydride was added to 850 mg of ethyl 2-(2-hydroxy-4-methylsulfonylamino-5-phenoxybenzoyl)acetate and 540 mg of sodium acetate. The mixture was stirred for 10 minutes at 110°-120° C. The reaction mixture was introduced into a mixture of 20 ml of ethyl acetate and 20 ml of water. The resulting mixture was adjusted to pH 2 with 2N hydrochloric acid. The organic layer was separated, washed with water and a saturated aqueous sodium chloride solution in this order, and dried with a... Starting materials: COC(C1=C(C(=C(C=C1)[N+](=O)[O-])O)CC=C)=O (2-allyl-3-hydroxy-4-nitro-benzoic acid methyl ester), O=[O+][O-] (ozone), CSC (Dimethyl sulfide). Run in ClCCl (dichloromethane), CO (methanol). Conditions: temperature -70 celsius, time 20 minute. Product: COC(=O)C=1C=CC(=C2C1CC(O2)O)[N+](=O)[O-] (2-hydroxy-7-nitro-2,3-dihydro-benzofuran-4-carboxylic acid methyl ester). Reaction SMILES: [CH3:1][O:2][C:3](=[O:17])[C:4]1[CH:9]=[CH:8][C:7]([N+:10]([O-:12])=[O:11])=[C:6]([OH:13])[C:5]=1[CH2:14][CH:15]=C.[O:18]=[O+][O-].CSC>ClCCl.CO>[CH3:1][O:2][C:3]([C:4]1[CH:9]=[CH:8][C:7]([N+:10]([O-:12])=[O:11])=[C:6]2[O:13][CH:15]([OH:18])[CH2:14][C:5]=12)=[O:17]. Reported procedure: Into a solution of 2-allyl-3-hydroxy-4-nitro-benzoic acid methyl ester (6.11 g 25.6 mmol) in dichloromethane (100 mL) and methanol (10 mL) at −78° C. was bubbled with ozone for 40 minutes. After stirring for another 20 min at −70° C., a stream of nitrogen gas was passed through the reaction mixture. Dimethyl sulfide (5 mL, 68.1 mmol) was added at −78° C. The reaction solution was allowed to warm up gradually to room temperature overnight. The reaction mixture was partitioned between dichlorometh... Reactants: S1N=NC2=C1C=CC(=C2)C(=O)O (benzo[d][1,2,3]thiadiazole-5-carboxylic acid), ON=C(C1=CN=CC=C1)N (N′-hydroxynicotinimidamide), N (NH3). The product is S1N=NC2=C1C=CC(=C2)C2=NC(=NO2)C=2C=NC=CC2 (5-(benzo[d][1,2,3]thiadiazol-5-yl)-3-(pyridin-3-yl)-1,2,4-oxadiazole). RXN SMILES: [S:1]1[C:5]2[CH:6]=[CH:7][C:8]([C:10]([OH:12])=O)=[CH:9][C:4]=2[N:3]=[N:2]1.O[N:14]=[C:15]([NH2:22])[C:16]1[CH:21]=[CH:20][CH:19]=[N:18][CH:17]=1.N>>[S:1]1[C:5]2[CH:6]=[CH:7][C:8]([C:10]3[O:12][N:22]=[C:15]([C:16]4[CH:17]=[N:18][CH:19]=[CH:20][CH:21]=4)[N:14]=3)=[CH:9][C:4]=2[N:3]=[N:2]1. Reported procedure: The title compound was prepared according to Method C using benzo[d][1,2,3]thiadiazole-5-carboxylic acid (Maybridge) and N′-hydroxynicotinimidamide (Tyger). 1H NMR (300 MHz, DMSO-d6) δ 7.69 (ddd, J=8.0, 4.9, 0.7 Hz, 1 H), 8.51 (dt, J=8.2, 1.9, 1.7 Hz, 1 H), 8.57 (dd, J=8.5, 1.7 Hz, 1 H), 8.73 (d, J=7.8 Hz, 1 H), 8.85 (dd, J=4.9, 1.5 Hz, 1 H), 9.32 (dd, J=2.4, 1.0 Hz, 1 H), 9.51 (dd, J=1.7, 0.7 Hz, 1 H) ppm; MS (DCI/NH3) m/z 282 (M+H)+. The reactants are ClC1=CC=C(C=C1)C=1N(C(N(N1)CC#C)=O)CC(C(F)(F)F)O (5-(4-Chlorophenyl)-2-(prop-2-yn-1-yl)-4-(3,3,3-trifluoro-2-hydroxypropyl)-2,4-dihydro-3H-1,2,4-triazol-3-one), [N-]=[N+]=[N-].[Na+] (sodium azide), FC(C=1C=C(CBr)C=CC1)(F)F (3-(trifluoromethyl)benzyl bromide). The reagents and catalysts are O.C(C)(=O)[O-].[Cu+2].C(C)(=O)[O-] (copper(II) acetate monohydrate). The solvent is C(C)#N (acetonitrile). Run at time 1 hour. The product is ClC1=CC=C(C=C1)C=1N(C(N(N1)CC=1N=NN(C1)CC1=CC(=CC=C1)C(F)(F)F)=O)CC(C(F)(F)F)O (5-(4-Chlorophenyl)-4-(3,3,3-trifluoro-2-hydroxypropyl)-2-({1-[3-(trifluoromethyl)benzyl]-1H-1,2,3-triazol-4-yl}methyl)-2,4-dihydro-3H-1,2,4-triazol-3-one). As a reaction SMILES: [F:1][C:2]([F:12])([F:11])[C:3]1[CH:4]=[C:5]([CH:8]=[CH:9][CH:10]=1)[CH2:6]Br.[N-:13]=[N+:14]=[N-:15].[Na+].[Cl:17][C:18]1[CH:23]=[CH:22][C:21]([C:24]2[N:25]([CH2:33][CH:34]([OH:39])[C:35]([F:38])([F:37])[F:36])[C:26](=[O:32])[N:27]([CH2:29][C:30]#[CH:31])[N:28]=2)=[CH:20][CH:19]=1>C(#N)C.O.C([O-])(=O)C.[Cu+2].C([O-])(=O)C>[Cl:17][C:18]1[CH:23]=[CH:22][C:21]([C:24]2[N:25]([CH2:33][CH:34]([OH:39])[C:35]([F:37])([F:38])[F:36])[C:26](=[O:32])[N:27]([CH2:29][C:30]3[N:13]=[N:14][N:15]([CH2:6][C:5]4[CH:8]=[CH:9][CH:10]=[C:3]([C:2]([F:12])([F:11])[F:1])[CH:4]=4)[CH:31]=3)[N:28]=2)=[CH:20][CH:19]=1 |f:1.2,5.6.7.8|. Reported procedure: 29 mg (0.12 mmol) of 3-(trifluoromethyl)benzyl bromide were initially charged in 1 ml of acetonitrile, and 8 mg (0.12 mmol) of sodium azide were added. The mixture was stirred at RT for 1 h. 0.24 mg (0.012 mmol) of copper(II) acetate monohydrate and 50 mg (0.14 mmol) of the compound from Example 13A were then added. The resulting mixture was stirred at room temperature for 11 days. The reaction mixture was then filtered through a little silica gel, the product being eluted with about 10 ml of et... Starting materials: C1(CCC1)NC=1C2=C(N=C(N1)NC1=CC=C(C=C1)S(=O)(=O)N1CCC(CC1)O)NC=C2 (1-(4-(4-(cyclobutylamino)-7H-pyrrolo[2,3-d]pyrimidin-2-ylamino)phenylsulfonyl)piperidin-4-ol), C(C1=CC=CC=C1)OCC(=O)N(C1=CC=C(C=C1)N)C (2-benzoxy-N-methyl-N-(4-aminophenyl)acetamide), 2-Chloro-N-cylclobutyl-7H-pyrrolo[2,3-d]pyrimidin-4-amine. Yields the product C(C1=CC=CC=C1)OCC(=O)N(C)C1=CC=C(C=C1)NC=1N=C(C2=C(N1)NC=C2)NC2CCC2 (2-benzyloxy N-(4-(4-(cyclobutylamino)-7H-pyrrolo[2,3-d]pyrimidin-2-ylamino)phenyl)-N-methylacetamide). Reaction SMILES: [CH:1]1([NH:5][C:6]2[C:7]3[CH:31]=[CH:30][NH:29][C:8]=3[N:9]=[C:10]([NH:12][C:13]3[CH:18]=[CH:17][C:16](S(N4CCC(O)CC4)(=O)=O)=[CH:15][CH:14]=3)[N:11]=2)[CH2:4][CH2:3][CH2:2]1.[CH2:32]([O:39][CH2:40][C:41]([N:43](C)[C:44]1C=CC(N)=CC=1)=[O:42])[C:33]1[CH:38]=[CH:37][CH:36]=[CH:35][CH:34]=1>>[CH2:32]([O:39][CH2:40][C:41]([N:43]([C:16]1[CH:17]=[CH:18][C:13]([NH:12][C:10]2[N:11]=[C:6]([NH:5][CH:1]3[CH2:2][CH2:3][CH2:4]3)[C:7]3[CH:31]=[CH:30][NH:29][C:8]=3[N:9]=2)=[CH:14][CH:15]=1)[CH3:44])=[O:42])[C:33]1[CH:38]=[CH:37][CH:36]=[CH:35][CH:34]=1. Reported procedure: According to the general procedure for synthesis of 1-(4-(4-(cyclobutylamino)-7H-pyrrolo[2,3-d]pyrimidin-2-ylamino)phenylsulfonyl)piperidin-4-ol, 2-benzoxy-N-methyl-N-(4-aminophenyl)acetamide and 2-Chloro-N-cylclobutyl-7H-pyrrolo[2,3-d]pyrimidin-4-amine gave 2-benzyloxy N-(4-(4-(cyclobutylamino)-7H-pyrrolo[2,3-d]pyrimidin-2-ylamino)phenyl)-N-methylacetamide (MS calcd for C26H28N6O2 456.2. found [MH] 457.0). Reactants: CC(C)(C)OC(=O)N1CCN(c2ncc(-c3cccs3)nc2C#N)CC1, CO, N. Yields the product CC(C)(C)OC(=O)N1CCN(c2ncc(-c3cccs3)nc2CN)CC1. RXN SMILES: [C:1](#[N:2])[c:3]1[c:4]([N:14]2[CH2:15][CH2:16][N:17]([C:20](=[O:21])[O:22][C:23]([CH3:24])([CH3:25])[CH3:26])[CH2:18][CH2:19]2)[n:5][cH:6][c:7](-[c:9]2[s:10][cH:11][cH:12][cH:13]2)[n:8]1.[CH3:28][OH:29].[NH3:27]>>[CH2:1]([NH2:2])[c:3]1[c:4]([N:14]2[CH2:15][CH2:16][N:17]([C:20](=[O:21])[O:22][C:23]([CH3:24])([CH3:25])[CH3:26])[CH2:18][CH2:19]2)[n:5][cH:6][c:7](-[c:9]2[s:10][cH:11][cH:12][cH:13]2)[n:8]1. Starting materials: CCN(C(C)C)C(C)C (DIPEA), C(CCl)Cl (EDC), C(C)(C)(C)OC(=O)N[C@@H](CC(=O)O)CC1=CC=CC=C1 ((R)-3-t-butoxycarbonylamino-4-phenylbutyric acid), C=1C=CC2=C(C1)N=NN2O (HOBt), Cl.NO (hydroxylamine hydrochloride). Run in P(O)(O)(O)=O (phosphoric acid), CN(C)C=O (DMF), C1CCOC1 (THF), CCOC(=O)C (EtOAc). Run at time 1 day. Yields the product C(C)(C)(C)OC(N[C@@H](CC(NO)=O)CC1=CC=CC=C1)=O (((R)-1-Benzyl-2-hydroxycarbamoylethyl)carbamic Acid t-Butyl Ester). Isolated yield 6.3%. Reaction SMILES: CCN(C(C)C)C(C)C.C(Cl)CCl.[C:14]([O:18][C:19]([NH:21][C@H:22]([CH2:27][C:28]1[CH:33]=[CH:32][CH:31]=[CH:30][CH:29]=1)[CH2:23][C:24](O)=[O:25])=[O:20])([CH3:17])([CH3:16])[CH3:15].C1C=CC2[N:42]([OH:43])N=NC=2C=1.Cl.NO>CN(C=O)C.CCOC(C)=O.P(=O)(O)(O)O.C1COCC1>[C:14]([O:18][C:19](=[O:20])[NH:21][C@H:22]([CH2:27][C:28]1[CH:33]=[CH:32][CH:31]=[CH:30][CH:29]=1)[CH2:23][C:24](=[O:25])[NH:42][OH:43])([CH3:17])([CH3:16])[CH3:15] |f:4.5|. Procedure details: DIPEA (32.7 mL, 188 mmol) and EDC (15.4 g, 80.5 mmol) were added to a solution of (R)-3-t-butoxycarbonylamino-4-phenylbutyric acid (15.0 g, 53.7 mmol), HOBt (7.3 g, 53.7 mmol), and hydroxylamine hydrochloride (7.5 g, 107 mmol) in DMF (150 mL). The mixture was stirred at room temperature for 1 day and then concentrated in vacuo to yield a pale yellow oil. The oil was distributed between 5% THF in EtOAc and 1M phosphoric acid. The organic layer was collected and washed with 1M NaOH. The alkaline a... Starting materials: COc1ccc(S(=O)(=O)NCc2ccc(Cc3ccc([N+](=O)[O-])cc3)cc2)cc1, CCOC(C)=O. Product: COc1ccc(S(=O)(=O)NCc2ccc(Cc3ccc(N)cc3)cc2)cc1. RXN SMILES: [CH3:1][O:2][c:3]1[cH:4][cH:5][c:6]([S:9](=[O:10])(=[O:11])[NH:12][CH2:13][c:14]2[cH:15][cH:16][c:17]([CH2:18][c:19]3[cH:20][cH:21][c:22]([N+:25]([O-:26])=[O:27])[cH:23][cH:24]3)[cH:28][cH:29]2)[cH:7][cH:8]1.[CH3:30][CH2:31][O:32][C:33](=[O:34])[CH3:35]>>[CH3:1][O:2][c:3]1[cH:4][cH:5][c:6]([S:9](=[O:10])(=[O:11])[NH:12][CH2:13][c:14]2[cH:15][cH:16][c:17]([CH2:18][c:19]3[cH:20][cH:21][c:22]([NH2:25])[cH:23][cH:24]3)[cH:28][cH:29]2)[cH:7][cH:8]1.